From a dataset of the Open Reaction Database (ORD), a public repository of structured organic reaction records. describe an organic reaction: reactants, conditions, products, and yield The reactants are NCCN, OCc1ncccn1, O=S(Cl)Cl. Product: NCCNCc1ncccn1. As a reaction SMILES: [NH2:1][CH2:2][CH2:3][NH2:4].[OH:5][CH2:6][c:7]1[n:8][cH:9][cH:10][cH:11][n:12]1.[S:13]([Cl:14])([Cl:15])=[O:16]>>[NH:1]([CH2:2][CH2:3][NH2:4])[CH2:6][c:7]1[n:8][cH:9][cH:10][cH:11][n:12]1.